This data is from the Open Reaction Database (ORD), a public repository of structured organic reaction records. The task is: describe an organic reaction: reactants, conditions, products, and yield The reactants are NC1=CN=C(C(=N1)C#N)C1=C(C=C(C=C1)B1OC(C(O1)(C)C)(C)C)F (6-amino-3-(2-fluoro-4-(4,4,5,5-tetramethyl-1,3,2-dioxaborolan-2-yl)phenyl)pyrazine-2-carbonitrile), BrC1=C(C=CC=C1)S(=O)(=O)NCC(CO)(C)C (2-bromo-N-(3-hydroxy-2,2-dimethylpropyl)benzenesulfonamide). Product: NC=1N=C(C(=NC1)C1=C(C=C(C=C1)C=1C(=CC=CC1)S(=O)(=O)NCC(CO)(C)C)F)C#N (4′-(5-Amino-3-cyanopyrazin-2-yl)-3′-fluoro-N-(3-hydroxy-2,2-dimethylpropyl)biphenyl-2-sulfonamide). As a reaction SMILES: [NH2:1][C:2]1[N:7]=[C:6]([C:8]#[N:9])[C:5]([C:10]2[CH:15]=[CH:14][C:13](B3OC(C)(C)C(C)(C)O3)=[CH:12][C:11]=2[F:25])=[N:4][CH:3]=1.Br[C:27]1[CH:32]=[CH:31][CH:30]=[CH:29][C:28]=1[S:33]([NH:36][CH2:37][C:38]([CH3:42])([CH3:41])[CH2:39][OH:40])(=[O:35])=[O:34]>>[NH2:1][C:2]1[N:7]=[C:6]([C:8]#[N:9])[C:5]([C:10]2[CH:15]=[CH:14][C:13]([C:27]3[C:28]([S:33]([NH:36][CH2:37][C:38]([CH3:42])([CH3:41])[CH2:39][OH:40])(=[O:35])=[O:34])=[CH:29][CH:30]=[CH:31][CH:32]=3)=[CH:12][C:11]=2[F:25])=[N:4][CH:3]=1. Reported procedure: The title compound was prepared using conditions analogous to those used to make Example 6 utilizing 6-amino-3-(2-fluoro-4-(4,4,5,5-tetramethyl-1,3,2-dioxaborolan-2-yl)phenyl)pyrazine-2-carbonitrile and 2-bromo-N-(3-hydroxy-2,2-dimethylpropyl)benzenesulfonamide. MS (ESI): mass calcd. for C22H22FN5OS, 455.14; m/z found, 456.0 [M+H]+. 1H NMR (600 MHz, DMSO-δ6) δ 8.26 (s, 1H), 7.93 (dd, J=7.8, 1.5, 1H), 7.72-7.60 (m, 3H), 7.47 (dd, J=7.4, 1.5, 1H), 7.43-7.34 (m, 5H), 4.49 (t, J=5.4, 1H), 3.08 (d, J... Starting materials: [O-][V](=O)=O.[Na+] (sodium metavanadate), O (water), [O-][V](=O)=O.[Na+] (sodium metavanadate), [O-][V](=O)=O.[Na+] (sodium metavanadate), [O-][V](=O)=O.[Na+] (sodium metavanadate), O (water). As a reaction SMILES: [O-:1][V:2](=[O:4])=[O:3].[Na+:5].[OH2:6]>>[O-:4][V:2](=[O:3])=[O:1].[Na+:5].[OH:3][V:2]([OH:6])([OH:1])=[O:4] |f:0.1,3.4|. Procedure: First, an 8% by weight solution of sodium metavanadate (NaVO3) was prepared by dissolving an appropriate amount of NaVO3 powder in water. The NaVO3 and water were stirred for several hours until the NaVO3 powder was completely dissolved. 4700 grams of the sodium metavanadate solution was acidified using 3600 milliliters of Amberlite IR-120 ion exchange resin (commercially available from Fluka Chemical Corp., New York) to form a solution of vanadic acid having a pH less than 2. Immediately follow... The product is [O-][V](=O)=O.[Na+] (sodium metavanadate), O[V](=O)(O)O (vanadic acid). The reactants are Cl (HCl), C(C)(=O)OC(CCC=C(C)C)(CCCC1(OCCO1)C1=CC=CC=C1)C (1,5-dimethyl-1-[3-(2-phenyl-1,3-dioxolan-2-yl)propyl]-4-hexenyl acetate). Run in C1CCOC1 (THF). Conditions: time 4 hour. Product: C(C)(=O)OC(CCC=C(C)C)(CCCC(C1=CC=CC=C1)=O)C (1,5-dimethyl-1-(4-oxo-4-phenylbutyl)-4-hexenyl acetate). As a reaction SMILES: Cl.[C:2]([O:5][C:6]([CH3:27])([CH2:13][CH2:14][CH2:15][C:16]1([C:21]2[CH:26]=[CH:25][CH:24]=[CH:23][CH:22]=2)OCC[O:17]1)[CH2:7][CH2:8][CH:9]=[C:10]([CH3:12])[CH3:11])(=[O:4])[CH3:3]>C1COCC1>[C:2]([O:5][C:6]([CH3:27])([CH2:13][CH2:14][CH2:15][C:16](=[O:17])[C:21]1[CH:22]=[CH:23][CH:24]=[CH:25][CH:26]=1)[CH2:7][CH2:8][CH:9]=[C:10]([CH3:11])[CH3:12])(=[O:4])[CH3:3]. Procedure: 1.76 ml of HCl (1N) was added slowly to a solution of 1.63 g (4.53 mmol) of 1,5-dimethyl-1-[3-(2-phenyl-1,3-dioxolan-2-yl)propyl]-4-hexenyl acetate obtained under d) in 30 ml of THF. The reaction mixture was stirred at 40° or 4 h, cooled down to room temperature, extracted with ether, washed with a saturated solution of NaCl (3×), dried (Na2SO4), filtered and concentrated. Column chromatography (SiO2, heptane/ether 4:1) yielded 1.34 g (94%) of a slightly yellow oil. Reactants: ClC=1C=CC2=C(C(N(CCO2)C(CCl)=O)C2=CC=CC=C2)C1 (7-chloro-4-(2-chloroacetyl)-5-phenyl-2,3,4,5-tetrahydro-1,4-benzoxazepine), CNC (dimethylamine). The solvent is C(Cl)Cl (CH2Cl2). Run at time 16 hour. Product: ClC=1C=CC2=C(C(N(CCO2)C(CN(C)C)=O)C2=CC=CC=C2)C1 (7-Chloro-4-(2-dimethylaminoacetyl)-5-phenyl-2,3,4,5-tetrahydro-1,4-benzoxazepine). As a reaction SMILES: [Cl:1][C:2]1[CH:3]=[CH:4][C:5]2[O:11][CH2:10][CH2:9][N:8]([C:12](=[O:15])[CH2:13]Cl)[CH:7]([C:16]3[CH:21]=[CH:20][CH:19]=[CH:18][CH:17]=3)[C:6]=2[CH:22]=1.[CH3:23][NH:24][CH3:25]>C(Cl)Cl>[Cl:1][C:2]1[CH:3]=[CH:4][C:5]2[O:11][CH2:10][CH2:9][N:8]([C:12](=[O:15])[CH2:13][N:24]([CH3:25])[CH3:23])[CH:7]([C:16]3[CH:21]=[CH:20][CH:19]=[CH:18][CH:17]=3)[C:6]=2[CH:22]=1. Procedure details: A solution of 4.78 g (14.2 millimoles) of the 7-chloro-4-(2-chloroacetyl)-5-phenyl-2,3,4,5-tetrahydro-1,4-benzoxazepine produced in step (a) in 150 ml of CH2Cl2 was saturated with dimethylamine gas at 0°. The flask was stoppered and the solution was stored at -15° for 16 hours. Reactants: FC1=CC=C(C=C1)C1C(CNC(C1)=O)C(=O)OCC (ethyl 4-(p-fluorophenyl)-6-oxo-3-piperidinecarboxylate), [O-]CC.[Na+] (sodium ethoxide), ice water. The solvent is C1(=CC=CC=C1)C (toluene). Run at temperature 90 celsius. Yields the product FC1=CC=C(C=C1)[C@H]1[C@@H](CNC(C1)=O)C(=O)OCC (ethyl trans-4-(p-fluorophenyl)-6-oxo-3-piperidinecarboxylate). As a reaction SMILES: [F:1][C:2]1[CH:7]=[CH:6][C:5]([CH:8]2[CH2:13][C:12](=[O:14])[NH:11][CH2:10][CH:9]2[C:15]([O:17][CH2:18][CH3:19])=[O:16])=[CH:4][CH:3]=1.[O-]CC.[Na+]>C1(C)C=CC=CC=1>[F:1][C:2]1[CH:3]=[CH:4][C:5]([C@@H:8]2[CH2:13][C:12](=[O:14])[NH:11][CH2:10][C@H:9]2[C:15]([O:17][CH2:18][CH3:19])=[O:16])=[CH:6][CH:7]=1 |f:1.2|. Reported procedure: 0.1 g of the cis/trans mixture of ethyl 4-(p-fluorophenyl)-6-oxo-3-piperidinecarboxylate obtained in Examples 4 to 6 was added to 10 mL of toluene, and 26 mg of sodium ethoxide was added. The reaction mixture was heated at 90° C. for 5 hours, then poured into ice water, and extracted with ethyl acetate. The extract was washed with water, dried and concentrated to obtain 50 mg of ethyl trans-4-(p-fluorophenyl)-6-oxo-3-piperidinecarboxylate. Procedure: To a mixture of concentrated sulfuric acid (300 ml) and concentrated nitric acid (30 ml) cooled in an ice bath to 10° C. is added tricyclo[3.3.1.13,7 ]decan-2-amine hydrochloride (20 g; 0.107 mole) in 5 g portions over 10 minutes. This mixture is then stirred for 2 hours with cooling. The reaction mixture is poured over ice and the pH raised to pH 10-11 using 40% NaOH. This mixture is extracted with chloroform, dried over MgSO4 and evaporated to dryness to give 5-hydroxytricyclo[3.3.1.13,7 ]deca... Reactants: S(O)(O)(=O)=O (sulfuric acid), [OH-].[Na+] (NaOH), Cl.C12C(C3CC(CC(C1)C3)C2)N (tricyclo[3.3.1.13,7 ]decan-2-amine hydrochloride). The solvent is [N+](=O)(O)[O-] (nitric acid). Conditions: temperature 10 celsius, time 2 hour. As a reaction SMILES: S(=O)(=O)(O)O.Cl.[CH:7]12[CH2:16][CH:11]3[CH2:12][CH:13]([CH2:15][CH:9]([CH2:10]3)[CH:8]1[NH2:17])[CH2:14]2.[OH-:18].[Na+]>[N+]([O-])(O)=O>[OH:18][C:13]12[CH2:15][CH:9]3[CH2:10][CH:11]([CH2:16][CH:7]([CH:8]3[NH2:17])[CH2:14]1)[CH2:12]2 |f:1.2,3.4|. Yields the product OC12CC3C(C(CC(C1)C3)C2)N (5-hydroxytricyclo[3.3.1.13,7 ]decan-2-amine), residue.